This data is from the Open Reaction Database (ORD), a public repository of structured organic reaction records. The task is: describe an organic reaction: reactants, conditions, products, and yield Reactants: C1(=CC=CC=C1)S(=O)(=O)CC(=N)NNC(=O)C=1SC=CC1 (Thiophene-2-carboxylic acid N′-(2-benzenesulfonyl-1-imino-ethyl)-hydrazide). Run in C(C)O (ethanol). Conditions: time 1 hour. The product is C1(=CC=CC=C1)S(=O)(=O)CC1=NNC(=N1)C=1SC=CC1 (3-benzenesulfonylmethyl-5-thiophen-2-yl-1H-[1,2,4]triazole). Isolated yield 95.0%. RXN SMILES: [C:1]1([S:7]([CH2:10][C:11]([NH:13][NH:14][C:15]([C:17]2[S:18][CH:19]=[CH:20][CH:21]=2)=O)=[NH:12])(=[O:9])=[O:8])[CH:6]=[CH:5][CH:4]=[CH:3][CH:2]=1>C(O)C>[C:1]1([S:7]([CH2:10][C:11]2[N:12]=[C:15]([C:17]3[S:18][CH:19]=[CH:20][CH:21]=3)[NH:14][N:13]=2)(=[O:9])=[O:8])[CH:6]=[CH:5][CH:4]=[CH:3][CH:2]=1. Procedure details: 1.00, (0.003 mol) Thiophene-2-carboxylic acid N′-(2-benzenesulfonyl-1-imino-ethyl)-hydrazide were heated at 200° C. for 20 minutes. The molten mass Bras then cooled, dissolved in 5 ml hot ethanol and stirred for one hour at room temperature. The precipitated crystals were filtered off and dried to yield 0.87 g (93%) 3-benzenesulfonylmethyl-5-thiophen-2-yl-1H-[1,2,4]triazole as yellow crystals with mp. 191-193° C. MS m/e (%): 305 (M+, 100). Starting materials: C(O)([O-])=O.[Na+] (sodium hydrogen carbonate), S(=O)([O-])[O-].[Na+].[Na+] (sodium sulfite), 35.7, Cl.COC1=CC=C(C=C1)N1C(=NN=C1)SC (4-(4-methoxyphenyl)-3-(methylthio)-4H-1,2,4-triazole monohydrochloride), [Mn](=O)(=O)(=O)[O-].[K+] (potassium permanganate). Solvent: O (water), C(C)(=O)O (acetic acid). Conditions: time 2 hour. Yields the product 28, COC1=CC=C(C=C1)N1C(=NN=C1)S(=O)(=O)C (4-(4-methoxyphenyl)-3-(methylsulfonyl)-4H-1,2,4-triazole). The yield is 80.0%. As a reaction SMILES: Cl.[CH3:2][O:3][C:4]1[CH:9]=[CH:8][C:7]([N:10]2[CH:14]=[N:13][N:12]=[C:11]2SC)=[CH:6][CH:5]=1.[Mn]([O-])(=O)(=O)=O.[K+].[S:23]([O-:26])([O-])=[O:24].[Na+].[Na+].[C:29](=O)([O-])O.[Na+]>O.C(O)(=O)C>[CH3:2][O:3][C:4]1[CH:5]=[CH:6][C:7]([N:10]2[CH:11]=[N:12][N:13]=[C:14]2[S:23]([CH3:29])(=[O:26])=[O:24])=[CH:8][CH:9]=1 |f:0.1,2.3,4.5.6,7.8|. Procedure: To a stirred solution of 35.7 parts of 4-(4-methoxyphenyl)-3-(methylthio)-4H-1,2,4-triazole monohydrochloride in 100 parts of acetic acid and 300 parts of water are added portionwise 44 parts of potassium permanganate while the temperature has been kept at about 30° C. Upon completion, stirring is continued for 2 hours at room temperature. The reaction mixture is decoloured with a sodium sulfite solution and neutralized with sodium hydrogen carbonate. The whole is filtered and the filter-cake is... Starting materials: COc1ccc(P2(=S)SP(=S)(c3ccc(OC)cc3)S2)cc1, COC(=O)C1CC(S(=O)(=O)c2ccc(F)cc2Cl)CN1C(=O)CC(C)=O. Yields the product COC(=O)C1CC(S(=O)(=O)c2ccc(F)cc2Cl)CN1C(=S)CC(C)=O. As a reaction SMILES: [CH3:27][O:28][c:29]1[cH:30][cH:31][c:32]([P:33]2(=[S:36])[S:34][P:35]([c:37]3[cH:38][cH:39][c:40]([O:41][CH3:42])[cH:43][cH:44]3)(=[S:45])[S:46]2)[cH:47][cH:48]1.[Cl:1][c:2]1[c:3]([S:9](=[O:10])(=[O:11])[CH:12]2[CH2:13][CH:14]([C:23](=[O:24])[O:25][CH3:26])[N:15]([C:17]([CH2:18][C:19]([CH3:20])=[O:21])=[O:22])[CH2:16]2)[cH:4][cH:5][c:6]([F:8])[cH:7]1>>[Cl:1][c:2]1[c:3]([S:9](=[O:10])(=[O:11])[CH:12]2[CH2:13][CH:14]([C:23](=[O:24])[O:25][CH3:26])[N:15]([C:17]([CH2:18][C:19]([CH3:20])=[O:21])=[S:36])[CH2:16]2)[cH:4][cH:5][c:6]([F:8])[cH:7]1. The reactants are O (water), CC(C)C(C#N)=CC=C(CCC=C(C)C)C (2-(1-methylethyl)-5,9-dimethyl-2,4,8-decatrienenitril), solution, [H-].C(C(C)C)[Al+]CC(C)C (diisobutylaluminium hydride). Run in CCCCCC (n-hexane), C1(=CC=CC=C1)C (toluene). Reaction conditions: temperature -70 celsius. Yields the product CC(C)C(C=O)=CC=C(CCC=C(C)C)C (2-(1-methylethyl)-5,9-dimethyl-2,4,8-decatrienal). Yield: 90.0%. As a reaction SMILES: [CH3:1][CH:2]([C:4](=[CH:7][CH:8]=[C:9]([CH3:16])[CH2:10][CH2:11][CH:12]=[C:13]([CH3:15])[CH3:14])[C:5]#N)[CH3:3].[H-].C([Al+]CC(C)C)C(C)C.[OH2:27]>CCCCCC.C1(C)C=CC=CC=1>[CH3:1][CH:2]([C:4](=[CH:7][CH:8]=[C:9]([CH3:16])[CH2:10][CH2:11][CH:12]=[C:13]([CH3:15])[CH3:14])[CH:5]=[O:27])[CH3:3] |f:1.2|. Procedure details: To a solution of 2-(1-methylethyl)-5,9-dimethyl-2,4,8-decatrienenitril (2Z compound, 217 mg, 1 mmol) in n-hexane (4 ml) was added a 1 M solution of diisobutylaluminium hydride in toluene (2 ml) with stirring under argon atmosphere at -70° C. After two-hour-stirring at the same temperature, water (0.8 ml) was added to the mixture followed by removal of the cooling bath and vigorous stirring. The resultant while precipitates were filtered and washed with n-hexane. The filtrate was combined with a ...